From a dataset of the Open Reaction Database (ORD), a public repository of structured organic reaction records. describe an organic reaction: reactants, conditions, products, and yield Starting materials: S(C)C (S(CH3)2), C(=O)(O)[O-].[Na+] (NaHCO3), NC1=C(C=C(C=C1[N+](=O)[O-])C(C(=O)N1CCOCC1)(F)F)C (2-(4-amino-3-methyl-5-nitro-phenyl)-2,2-difluoro-1-morpholin-4-yl-ethanone), N#N (N2). The solvent is C1CCOC1 (THF), CO (MeOH). Run at time 19 hour. Yields the product FC(CN1CCOCC1)(F)C1=CC(=C(C(=C1)[N+](=O)[O-])N)C (4-(1,1-Difluoro-2-morpholin-4-yl-ethyl)-2-methyl-6-nitro-phenylamine). Isolated yield 81.9%. Reaction SMILES: [NH2:1][C:2]1[C:7]([N+:8]([O-:10])=[O:9])=[CH:6][C:5]([C:11]([F:21])([F:20])[C:12]([N:14]2[CH2:19][CH2:18][O:17][CH2:16][CH2:15]2)=O)=[CH:4][C:3]=1[CH3:22].S(C)C.N#N.C([O-])(O)=O.[Na+]>C1COCC1.CO>[F:20][C:11]([C:5]1[CH:6]=[C:7]([N+:8]([O-:10])=[O:9])[C:2]([NH2:1])=[C:3]([CH3:22])[CH:4]=1)([F:21])[CH2:12][N:14]1[CH2:19][CH2:18][O:17][CH2:16][CH2:15]1 |f:3.4|. Procedure details: To a solution of 2-(4-amino-3-methyl-5-nitro-phenyl)-2,2-difluoro-1-morpholin-4-yl-ethanone (945 mg, 3 mmol) in anhydrous THF (15 mL) was added BH3.S(CH3)2 (1 mL, 790 mg, 10.4 mmol) dropwise and slowly under N2 at 0° C. The mixture was stirred under N2 at the room temperature for 19 h and then refluxed under N2 for 1.5 h. After being cooled to 0° C., MeOH (2 mL) was added dropwise and slowly. The reaction mixture was poured into 20% aqueous NaHCO3 solution (150 mL) and extracted with EtOAc (3×50... Product: COC1CN(CCN)Cc2ccccc21. Reactants: B, C1CCOC1, CSC, COC1CN(C(=O)CN)Cc2ccccc21. Reaction SMILES: [BH3:20].[CH2:21]1[O:22][CH2:23][CH2:24][CH2:25]1.[CH3:17][S:18][CH3:19].[NH2:1][CH2:2][C:3](=[O:4])[N:5]1[CH2:6][c:7]2[cH:8][cH:9][cH:10][cH:11][c:12]2[CH:13]([O:15][CH3:16])[CH2:14]1>>[NH2:1][CH2:2][CH2:3][N:5]1[CH2:6][c:7]2[cH:8][cH:9][cH:10][cH:11][c:12]2[CH:13]([O:15][CH3:16])[CH2:14]1.